This data is from the Open Reaction Database (ORD), a public repository of structured organic reaction records. The task is: describe an organic reaction: reactants, conditions, products, and yield The reactants are O1C=CC(C=C1)=O (4H-pyran-4-on), Cl.FCCN (2-fluoroethylamine hydrochloride). The solvent is N1=CC=CC=C1 (pyridine). The product is FCCN1C=CC(C=C1)=O (1-(2-Fluoroethyl)-4-pyridone). The yield is 88.6%. As a reaction SMILES: O1[CH:6]=[CH:5][C:4](=[O:7])[CH:3]=[CH:2]1.Cl.[F:9][CH2:10][CH2:11][NH2:12]>N1C=CC=CC=1>[F:9][CH2:10][CH2:11][N:12]1[CH:6]=[CH:5][C:4](=[O:7])[CH:3]=[CH:2]1 |f:1.2|. Reported procedure: 500 mg (5.2 mmol) of 4H-pyran-4-on was dissolved in 5 ml of pyridine, 1.54 g (15.5 mmol) of 2-fluoroethylamine hydrochloride was added, and reacted at 70° C. for 4 hours. The solvent was distilled off under reduced pressure, and the residue was purified by silica gel chromatography (chlroform-methanol (10:1)) to obtain 650 mg of the title compound.